Task: describe an organic reaction: reactants, conditions, products, and yield. Dataset: the Open Reaction Database (ORD), a public repository of structured organic reaction records The reactants are CC1=NC2=CC=C(C=C2C1(C)C)CN1C(C2=CC=CC=C2C1=O)=O (2-(2,3,3-Trimethyl-3H-indol-5-ylmethyl)-isoindole-1,3-dione), C(C)O (Ethanol), Cl(=O)(=O)(=O)O (perchloric acid). Conditions: temperature -10 celsius. The product is Cl(=O)(=O)(=O)[O-].O=C1N(C(C2=CC=CC=C12)=O)CC=1C=C2C(C(=[NH+]C2=CC1)C)(C)C (5-(1,3-Dioxo-1,3-dihydro-isoindol-2-ylmethyl)-2,3,3-trimethyl-3H-indolium perchlorate). Reaction SMILES: [CH3:1][C:2]1[C:10]([CH3:12])([CH3:11])[C:9]2[C:4](=[CH:5][CH:6]=[C:7]([CH2:13][N:14]3[C:22](=[O:23])[C:21]4[C:16](=[CH:17][CH:18]=[CH:19][CH:20]=4)[C:15]3=[O:24])[CH:8]=2)[N:3]=1.C(O)C.[Cl:28]([OH:32])(=[O:31])(=[O:30])=[O:29]>>[Cl:28]([O-:32])(=[O:31])(=[O:30])=[O:29].[O:24]=[C:15]1[C:16]2[C:21](=[CH:20][CH:19]=[CH:18][CH:17]=2)[C:22](=[O:23])[N:14]1[CH2:13][C:7]1[CH:8]=[C:9]2[C:4](=[CH:5][CH:6]=1)[NH+:3]=[C:2]([CH3:1])[C:10]2([CH3:12])[CH3:11] |f:3.4|. Reported procedure: 2-(2,3,3-Trimethyl-3H-indol-5-ylmethyl)-isoindole-1,3-dione (126 g, 0.396 mol; Sigma-Aldrich) was placed in 1 L one-necked flask equipped with magnetic stir bar and a reflux condenser. 500 mL Ethanol (500 mL, 8 mol; Pharmco) were added to the flask followed by addition of perchloric acid (35 mL, 0.40 mol; Aldrich). The reaction mixture was stirred with heating under reflux until all solids dissolved. The solution was then cooled at −10° C. for 3 hours and the separated crystals were filtered, wa... Starting materials: CCCCCc1ccc(-c2ccc(O)c(F)c2F)cc1, CCCCCC1CCC(C(=O)O)CC1, C(=NC1CCCCC1)=NC1CCCCC1, ClCCl. Product: CCCCCc1ccc(-c2ccc(OC(=O)C3CCC(CCCCC)CC3)c(F)c2F)cc1. As a reaction SMILES: [CH2:16]([CH2:17][CH2:18][CH2:19][CH3:20])[c:21]1[cH:22][cH:23][c:24](-[c:27]2[c:28]([F:35])[c:29]([F:34])[c:30]([OH:33])[cH:31][cH:32]2)[cH:25][cH:26]1.[CH2:36]([CH2:37][CH2:38][CH2:39][CH3:40])[CH:41]1[CH2:42][CH2:43][CH:44]([C:47](=[O:48])[OH:49])[CH2:45][CH2:46]1.[CH:1]1([N:2]=[C:3]=[N:4][CH:5]2[CH2:6][CH2:7][CH2:8][CH2:9][CH2:10]2)[CH2:11][CH2:12][CH2:13][CH2:14][CH2:15]1.[Cl:50][CH2:51][Cl:52]>>[CH2:16]([CH2:17][CH2:18][CH2:19][CH3:20])[c:21]1[cH:22][cH:23][c:24](-[c:27]2[c:28]([F:35])[c:29]([F:34])[c:30]([O:33][C:47]([CH:44]3[CH2:43][CH2:42][CH:41]([CH2:36][CH2:37][CH2:38][CH2:39][CH3:40])[CH2:46][CH2:45]3)=[O:48])[cH:31][cH:32]2)[cH:25][cH:26]1. Reactants: CC(=O)O[BH-](OC(C)=O)OC(C)=O, CC(=O)O, CCn1c2ccccc2c2cc(C(C)=O)ccc21, ClCCCl, O=C1CCCN1c1cccc(C2CCNCC2)c1, [Na+], [Na+], O=C([O-])O. Yields the product CCn1c2ccccc2c2cc(CN3CCC(c4cccc(N5CCCC5=O)c4)CC3)ccc21. RXN SMILES: [C:37]([O:38][BH-:39]([O:40][C:41](=[O:42])[CH3:43])[O:44][C:45](=[O:46])[CH3:47])(=[O:48])[CH3:49].[C:51]([OH:52])(=[O:53])[CH3:54].[CH2:1]([CH3:2])[n:3]1[c:4]2[cH:5][cH:6][cH:7][cH:8][c:9]2[c:10]2[cH:11][c:12]([C:16](=[O:17])[CH3:18])[cH:13][cH:14][c:15]12.[Cl:60][CH2:61][CH2:62][Cl:63].[NH:19]1[CH2:20][CH2:21][CH:22]([c:25]2[cH:26][c:27]([N:31]3[C:32](=[O:36])[CH2:33][CH2:34][CH2:35]3)[cH:28][cH:29][cH:30]2)[CH2:23][CH2:24]1.[Na+:50].[Na+:59].[O-:55][C:56]([OH:57])=[O:58]>>[CH2:1]([CH3:2])[n:3]1[c:4]2[cH:5][cH:6][cH:7][cH:8][c:9]2[c:10]2[cH:11][c:12]([CH2:16][N:19]3[CH2:20][CH2:21][CH:22]([c:25]4[cH:26][c:27]([N:31]5[C:32](=[O:36])[CH2:33][CH2:34][CH2:35]5)[cH:28][cH:29][cH:30]4)[CH2:23][CH2:24]3)[cH:13][cH:14][c:15]12. Starting materials: CC(C)(C)P(C(C)(C)C)C(C)(C)C, CC(=O)N1Cc2cc(Cl)ccc2OCc2ccccc21, [F-], [K+], C1COCCO1, O=C(C=Cc1ccccc1)C=Cc1ccccc1, O=C(C=Cc1ccccc1)C=Cc1ccccc1, O=C(C=Cc1ccccc1)C=Cc1ccccc1, [Pd], [Pd], O=BOc1ccccc1. Product: CC(=O)N1Cc2cc(-c3ccccc3)ccc2OCc2ccccc21. As a reaction SMILES: [C:32]([P:33]([C:34]([CH3:35])([CH3:36])[CH3:37])[C:38]([CH3:39])([CH3:40])[CH3:41])([CH3:42])([CH3:43])[CH3:44].[Cl:1][c:2]1[cH:3][c:4]2[c:5]([cH:19][cH:20]1)[O:6][CH2:7][c:8]1[c:9]([cH:15][cH:16][cH:17][cH:18]1)[N:10]([C:12]([CH3:13])=[O:14])[CH2:11]2.[F-:21].[K+:22].[O:45]1[CH2:46][CH2:47][O:48][CH2:49][CH2:50]1.[O:53]=[C:54]([CH:55]=[CH:56][c:57]1[cH:58][cH:59][cH:60][cH:61][cH:62]1)[CH:63]=[CH:64][c:65]1[cH:66][cH:67][cH:68][cH:69][cH:70]1.[O:71]=[C:72]([CH:73]=[CH:74][c:75]1[cH:76][cH:77][cH:78][cH:79][cH:80]1)[CH:81]=[CH:82][c:83]1[cH:84][cH:85][cH:86][cH:87][cH:88]1.[O:89]=[C:90]([CH:91]=[CH:92][c:93]1[cH:94][cH:95][cH:96][cH:97][cH:98]1)[CH:99]=[CH:100][c:101]1[cH:102][cH:103][cH:104][cH:105][cH:106]1.[Pd:51].[Pd:52].[c:23]1([O:29][B:30]=[O:31])[cH:24][cH:25][cH:26][cH:27][cH:28]1>>[c:2]1(-[c:23]2[cH:24][cH:25][cH:26][cH:27][cH:28]2)[cH:3][c:4]2[c:5]([cH:19][cH:20]1)[O:6][CH2:7][c:8]1[c:9]([cH:15][cH:16][cH:17][cH:18]1)[N:10]([C:12]([CH3:13])=[O:14])[CH2:11]2. Reactants: N#Cc1ccc(C(=O)Cl)cc1, C1CCOC1, COc1ccc(N)c(C(=O)Nc2ccc(Cl)cn2)c1, c1ccncc1. Yields the product COc1ccc(NC(=O)c2ccc(C#N)cc2)c(C(=O)Nc2ccc(Cl)cn2)c1, Cl. RXN SMILES: [C:1](#[N:2])[c:3]1[cH:4][cH:5][c:6]([C:7](=[O:8])[Cl:9])[cH:10][cH:11]1.[CH2:37]1[O:38][CH2:39][CH2:40][CH2:41]1.[NH2:12][c:13]1[c:14]([C:15](=[O:16])[NH:17][c:18]2[n:19][cH:20][c:21]([Cl:24])[cH:22][cH:23]2)[cH:25][c:26]([O:29][CH3:30])[cH:27][cH:28]1.[cH:31]1[cH:32][cH:33][n:34][cH:35][cH:36]1>>[C:1](#[N:2])[c:3]1[cH:4][cH:5][c:6]([C:7](=[O:8])[NH:12][c:13]2[c:14]([C:15](=[O:16])[NH:17][c:18]3[n:19][cH:20][c:21]([Cl:24])[cH:22][cH:23]3)[cH:25][c:26]([O:29][CH3:30])[cH:27][cH:28]2)[cH:10][cH:11]1.[ClH:9].